This data is from the Open Reaction Database (ORD), a public repository of structured organic reaction records. The task is: describe an organic reaction: reactants, conditions, products, and yield The reactants are C([O-])([O-])=O.[K+].[K+] (potassium carbonate), C(CCC)Br (n-butyl bromide), COC(=O)CC1=CC=CC=C1O (methyl 2-hydroxyphenyl acetate). Solvent: C(C)OCC (diethyl ether), CO (methanol). Product: C(CCC)OC1=C(C=CC=C1)CC(=O)OC (Methyl 2-n-butoxyphenylacetate). Isolated yield 65.3%. RXN SMILES: [CH3:1][O:2][C:3]([CH2:5][C:6]1[C:11]([OH:12])=[CH:10][CH:9]=[CH:8][CH:7]=1)=[O:4].C(=O)([O-])[O-].[K+].[K+].[CH2:19](Br)[CH2:20][CH2:21][CH3:22]>CO.C(OCC)C>[CH2:19]([O:12][C:11]1[CH:10]=[CH:9][CH:8]=[CH:7][C:6]=1[CH2:5][C:3]([O:2][CH3:1])=[O:4])[CH2:20][CH2:21][CH3:22] |f:1.2.3|. Procedure details: 16.6 g of methyl 2-hydroxyphenyl acetate are dissolved in 100 ml of methanol. 15 g of potassium carbonate and 18 g of n-butyl bromide are added. After 24 hours of refluxing followed by filtration, the solution is concentrated under reduced pressure. The oil obtained is taken up in diethyl ether and washed with NaHCO3 and H2O. Drying over sodium sulfate and removal of the solvent leaves 14.5 g (65%) of a yellow oil which can be purified by distillation. Reactants: C[Si](C)(C)C#C (Trimethylsilyl acetylene), FC1=CC=C(C=C1)CC(=O)Cl (2-(4-fluorophenyl)acetyl chloride), [Al+3].[Cl-].[Cl-].[Cl-] (AlCl3). The solvent is C(Cl)Cl (CH2Cl2), C(Cl)Cl (CH2Cl2). Run at temperature -10 celsius, time 1 hour. Product: FC=1C=C2C=CC(=CC2=CC1)O (6-Fluoro-2-naphthol). The yield is 69.0%. RXN SMILES: [F:1][C:2]1[CH:7]=[CH:6][C:5]([CH2:8][C:9](Cl)=[O:10])=[CH:4][CH:3]=1.[Al+3].[Cl-].[Cl-].[Cl-].C[Si]([C:20]#[CH:21])(C)C>C(Cl)Cl>[F:1][C:2]1[CH:7]=[C:6]2[C:5](=[CH:4][CH:3]=1)[CH:8]=[C:9]([OH:10])[CH:21]=[CH:20]2 |f:1.2.3.4|. Procedure details: A solution of 2-(4-fluorophenyl)acetyl chloride (5.0g; 29 mmol) in CH2Cl2 was added to AlCl3 (7.73g;58 mmol) in CH2Cl2 at −20° C. over 30 min. Trimethylsilyl acetylene (9.96g; 101.43 mmol) was added also over 30 min and stirred at −10° C. for 1h. The mixture was poured in ice and extracted with EtOAc. The organic phase was washed with water, NaHCO3 and brine. After purification by gel silica chromatography (10% EtOAc in hexane) 2.43 g (36%) of 3-(trimethylsilyl)-6-chloro-2-naphthol was collected... Reactants: C1(CCCCC1)C(=O)N1CCC2=CC(=CC=C12)S(=O)(=O)N (1-(cyclohexanecarbonyl)indoline-5-sulfonamide), N1CCC2=CC(=CC=C12)S(=O)(=O)N (indoline-5-sulfonamide), N1CCC2=CC(=CC=C12)S(=O)(=O)N (indoline-5-sulfonamide), ClCCC(=O)Cl (3-chloropropanoyl chloride). Yields the product ClCCC(=O)N1CCC2=CC(=CC=C12)S(=O)(=O)N (1-(3-Chloropropanoyl)indoline-5-sulfonamide). Yield: 98.0%. Reaction SMILES: [CH:1]1([C:7]([N:9]2[C:17]3[C:12](=[CH:13][C:14]([S:18]([NH2:21])(=[O:20])=[O:19])=[CH:15][CH:16]=3)[CH2:11][CH2:10]2)=[O:8])CCCC[CH2:2]1.N1C2C(=CC(S(N)(=O)=O)=CC=2)CC1.[Cl:35]CCC(Cl)=O>>[Cl:35][CH2:2][CH2:1][C:7]([N:9]1[C:17]2[C:12](=[CH:13][C:14]([S:18]([NH2:21])(=[O:20])=[O:19])=[CH:15][CH:16]=2)[CH2:11][CH2:10]1)=[O:8]. Reported procedure: Following a procedure analogous to that for the synthesis of Intermediate 55, indoline-5-sulfonamide (Intermediate 54A, 300 mg, 1.51 mmol) and 3-chloropropanoyl chloride (189 μL, 1.97 mmol) were converted to the title compound (430 mg, 98%). 1H NMR (DMSO-d6) δ 8.16 (d, J=8.1 Hz, 1H), 7.66-7.63 (m, 2H), 7.22 (s, 2H), 4.18 (t, J=8.6 Hz, 2H), 3.89-3.86 (m, 2H), 3.21 (t, J=8.5 Hz, 2H), 3.03 (t, J=6.4 Hz, 2H); MS (ESI+) m/z 289.2 (M+H)+. Reactants: CO, Cl, CC(C)(C)OC(=O)N1CCCC(n2ccnn2)C1. Yields the product Cl, c1cn(C2CCCNC2)nn1. Reaction SMILES: [CH3:20][OH:21].[ClH:19].[n:1]1([CH:6]2[CH2:7][N:8]([C:12]([O:13][C:14]([CH3:15])([CH3:16])[CH3:17])=[O:18])[CH2:9][CH2:10][CH2:11]2)[n:2][n:3][cH:4][cH:5]1>>[ClH:19].[n:1]1([CH:6]2[CH2:7][NH:8][CH2:9][CH2:10][CH2:11]2)[n:2][n:3][cH:4][cH:5]1. The reactants are CCCCNC(=O)NS(=O)(=O)c1cscc1C, O=C(Cl)Cl. Product: Cc1cscc1S(=O)(=O)N=C=O. RXN SMILES: [CH2:1]([NH:2][C:6](=[O:7])[NH:8][S:9](=[O:10])(=[O:11])[c:12]1[cH:13][s:14][cH:15][c:16]1[CH3:17])[CH2:3][CH2:4][CH3:5].[Cl:18][C:19](=[O:20])[Cl:21]>>[C:6](=[O:7])=[N:8][S:9](=[O:10])(=[O:11])[c:12]1[cH:13][s:14][cH:15][c:16]1[CH3:17].